Dataset: the Open Reaction Database (ORD), a public repository of structured organic reaction records. Task: describe an organic reaction: reactants, conditions, products, and yield Product: C(C)OC(=O)COC1=CC2=C(C(C=C(O2)C2=C(C(=C(C=C2)OC)O)CCC)=O)C(=C1)O (7-ethoxycarbonylmethoxy-5-hydroxy-2-(3-hydroxy-4-methoxy-2-propylphenyl)-4H-1-benzopyran-4-one). Reagents/catalysts: [Pd] (palladium on carbon). Reactants: C(C)OC(=O)COC1=CC2=C(C(C=C(O2)C2=C(C(=C(C=C2)OC)O)CC=C)=O)C(=C1)O (7-ethoxycarbonylmethoxy-5-hydroxy-2-(2-allyl-3-hydroxy-4-methoxyphenyl)-4H-1-benzopyran-4-one), [H][H] (hydrogen). Solvent: CN(C=O)C (dimethylformamide). Procedure details: 21.3 g of 7-ethoxycarbonylmethoxy-5-hydroxy-2-(2-allyl-3-hydroxy-4-methoxyphenyl)-4H-1-benzopyran-4-one are dissolved in 300 ml of dimethylformamide. The solution is poured into 2 g of 10% palladium on carbon. The whole is hydrogenated at 50° C. under a pressure of 63×104Pa until the theoretical amount of hydrogen has been absorbed. The mixture is then filtered over Millipore and the solvent is removed by distillation under reduced pressure. The crude residue (21 g) may be used as it is. An anal... RXN SMILES: [CH2:1]([O:3][C:4]([CH2:6][O:7][C:8]1[CH:30]=[C:29]([OH:31])[C:11]2[C:12](=[O:28])[CH:13]=[C:14]([C:16]3[CH:21]=[CH:20][C:19]([O:22][CH3:23])=[C:18]([OH:24])[C:17]=3[CH2:25][CH:26]=[CH2:27])[O:15][C:10]=2[CH:9]=1)=[O:5])[CH3:2].[H][H]>CN(C)C=O.[Pd]>[CH2:1]([O:3][C:4]([CH2:6][O:7][C:8]1[CH:30]=[C:29]([OH:31])[C:11]2[C:12](=[O:28])[CH:13]=[C:14]([C:16]3[CH:21]=[CH:20][C:19]([O:22][CH3:23])=[C:18]([OH:24])[C:17]=3[CH2:25][CH2:26][CH3:27])[O:15][C:10]=2[CH:9]=1)=[O:5])[CH3:2].